This data is from the Open Reaction Database (ORD), a public repository of structured organic reaction records. The task is: describe an organic reaction: reactants, conditions, products, and yield Starting materials: BrC=1N=CN(C1)C (4-bromo-1-methyl-1H-imidazole), CN1CCN(CC1)C1=CC=C(C=C1)NC1=NN2C(C=N1)=CC=C2B2OC(C(O2)(C)C)(C)C ([4-(4-methyl-piperazin-1-yl)-phenyl]-[7-(4,4,5,5-tetramethyl-[1,3,2]dioxaborolan-2-yl)-pyrrolo[2,1-f][1,2,4]triazin-2-yl]-amine). The product is CN1C=NC(=C1)C1=CC=C2C=NC(=NN21)NC2=CC=C(C=C2)N2CCN(CC2)C ([7-(1-Methyl-1H-imidazol-4-yl)-pyrrolo[2,1-f][1,2,4]triazin-2-yl]-[4-(4-methyl-piperazin-1-yl)-phenyl]-amine), solid. Yield: 17.0%. As a reaction SMILES: Br[C:2]1[N:3]=[CH:4][N:5]([CH3:7])[CH:6]=1.[CH3:8][N:9]1[CH2:14][CH2:13][N:12]([C:15]2[CH:20]=[CH:19][C:18]([NH:21][C:22]3[N:27]=[CH:26][C:25]4=[CH:28][CH:29]=[C:30](B5OC(C)(C)C(C)(C)O5)[N:24]4[N:23]=3)=[CH:17][CH:16]=2)[CH2:11][CH2:10]1>>[CH3:7][N:5]1[CH:6]=[C:2]([C:30]2[N:24]3[C:25]([CH:26]=[N:27][C:22]([NH:21][C:18]4[CH:19]=[CH:20][C:15]([N:12]5[CH2:13][CH2:14][N:9]([CH3:8])[CH2:10][CH2:11]5)=[CH:16][CH:17]=4)=[N:23]3)=[CH:28][CH:29]=2)[N:3]=[CH:4]1. Procedure: [7-(1-Methyl-1H-imidazol-4-yl)-pyrrolo[2,1-f][1,2,4]triazin-2-yl]-[4-(4-methyl-piperazin-1-yl)-phenyl]-amine was prepared from 4-bromo-1-methyl-1H-imidazole and [4-(4-methyl-piperazin-1-yl)-phenyl]-[7-(4,4,5,5-tetramethyl-[1,3,2]dioxaborolan-2-yl)-pyrrolo[2,1-f][1,2,4]triazin-2-yl]-amine in an analogous manner to Example 1042b. Product isolated as a yellow solid (16 mg, 17%). m.p.=200-202° C.; LCMS (m/e) 389 (M+H); 1H-NMR (CDCl3, 400 MHz) δ 8.63 (s, 1H), 7.92 (d, 1H, J=1.3 Hz), 7.57-7.47 (m, 3H)... The reactants are FC1=CC(=CC=C1)F (m-difluorobenzene), [Cl-].[Al+3].[Cl-].[Cl-] (aluminium chloride), resultant solution, ice water, BrC(C(=O)Cl)C (2-bromopropionyl chloride). Solvent: C(Cl)Cl (methylene chloride). Yields the product BrC(C(=O)C1=C(C=C(C=C1)F)F)C (2-bromo-2',4'-difluoropropiophenone). As a reaction SMILES: [F:1][C:2]1[CH:7]=[CH:6][CH:5]=[C:4]([F:8])[CH:3]=1.[Cl-].[Al+3].[Cl-].[Cl-].[Br:13][CH:14]([CH3:18])[C:15](Cl)=[O:16]>C(Cl)Cl>[Br:13][CH:14]([CH3:18])[C:15]([C:5]1[CH:6]=[CH:7][C:2]([F:1])=[CH:3][C:4]=1[F:8])=[O:16] |f:1.2.3.4|. Reported procedure: To a mixture of m-difluorobenzene (75 ml) and anhydrous aluminium chloride (115 g) was added dropwise, while stirring, 2-bromopropionyl chloride (100 g) during 50 minutes. The mixture was stirred for 2 hours on an oil bath at 50°-55° C. The reaction mixture was cooled, to which was added methylene chloride (500 ml). The resultant solution was added, in limited amounts, to ice-water (1.5 l) while stirring. The methylene chloride layer was separated, and the aqueous layer was subjected to extracti... Starting materials: Nc1c(I)c(NC(=O)CCC(=O)O)c(I)c(C(=O)O)c1I, CC(=O)OC(C)=O, [O-][Cl+3]([O-])([O-])O. Yields the product CC(=O)Nc1c(I)c(NC(=O)CCC(=O)O)c(I)c(C(=O)O)c1I. RXN SMILES: [C:1](=[O:2])([OH:3])[c:4]1[c:5]([I:21])[c:6]([NH:7][C:8]([CH2:9][CH2:10][C:11](=[O:12])[OH:13])=[O:14])[c:15]([I:20])[c:16]([NH2:19])[c:17]1[I:18].[CH3:22][C:23](=[O:24])[O:25][C:26](=[O:27])[CH3:28].[Cl+3:29]([OH:30])([O-:31])([O-:32])[O-:33]>>[C:1](=[O:2])([OH:3])[c:4]1[c:5]([I:21])[c:6]([NH:7][C:8]([CH2:9][CH2:10][C:11](=[O:12])[OH:13])=[O:14])[c:15]([I:20])[c:16]([NH:19][C:23]([CH3:22])=[O:24])[c:17]1[I:18]. Starting materials: ice, NC(=O)C1N(CC(C1)OS(=O)(=O)C)C(=O)OC(C)(C)C (tert-butyl 2-(aminocarbonyl)-4-[(methylsulfonyl)oxy]pyrrolidine-1-carboxylate), C1CCOC1 (THF), [F-].C(CCC)[N+](CCCC)(CCCC)CCCC (tetrabutylammonium fluoride), O (water). Solvent: ClCCl (dichloromethane). The product is NC(=O)[C@H]1N(C[C@H](C1)F)C(=O)OC(C)(C)C (1-tert-butyl(2S,4S) 2-(aminocarbonyl)-4-fluoropyrrolidine-1-carboxylate). RXN SMILES: [NH2:1][C:2]([CH:4]1[CH2:8][CH:7](OS(C)(=O)=O)[CH2:6][N:5]1[C:14]([O:16][C:17]([CH3:20])([CH3:19])[CH3:18])=[O:15])=[O:3].C1COCC1.[F-:26].C([N+](CCCC)(CCCC)CCCC)CCC.O>ClCCl>[NH2:1][C:2]([C@@H:4]1[CH2:8][C@H:7]([F:26])[CH2:6][N:5]1[C:14]([O:16][C:17]([CH3:20])([CH3:19])[CH3:18])=[O:15])=[O:3] |f:2.3|. Procedure: In a 5.0 L 4-necked RB flask, fitted with a mechanical stirrer and reflux condenser, were added tert-butyl 2-(aminocarbonyl)-4-[(methylsulfonyl)oxy]pyrrolidine-1-carboxylate (100 gm, 0.32 M), THF (500 ml), a tetrabutylammonium fluoride solution (153.4 gm, 0.48 mol in 500 ml THF) and water (35 ml) at 25-35° C. while stirring. The reaction mixture was brought to 55-60° C. and maintained for 48-60 hrs while stirring. The progress of the reaction was monitored by HPLC and after ascertaining completi...